From a dataset of the Open Reaction Database (ORD), a public repository of structured organic reaction records. describe an organic reaction: reactants, conditions, products, and yield The reactants are C1(=CC=CC=C1)C1=CC=C(C=C1)CCCC(=O)O (4-(4'-Biphenylyl) butanoic acid), 80g, C1(=CC=CC=C1)C1=CC=C(C=C1)C(=O)CCC(=O)O (3-(4'-biphenylcarbonyl) propanoic acid), polyphosphoric acid. Product: C1(=CC=CC=C1)C1=CC=C2CCCC(C2=C1)=O (7-Phenyl-1-tetralone). Yield: 30.0%. As a reaction SMILES: [C:1]1([C:7]2[CH:12]=[CH:11][C:10]([CH2:13][CH2:14][CH2:15][C:16]([OH:18])=O)=[CH:9][CH:8]=2)[CH:6]=[CH:5][CH:4]=[CH:3][CH:2]=1.C1(C2C=CC(C(CCC(O)=O)=O)=CC=2)C=CC=CC=1>>[C:1]1([C:7]2[CH:8]=[C:9]3[C:10]([CH2:13][CH2:14][CH2:15][C:16]3=[O:18])=[CH:11][CH:12]=2)[CH:2]=[CH:3][CH:4]=[CH:5][CH:6]=1. Procedure: 4-(4'-Biphenylyl) butanoic acid (80g, 0.333 mole m.p. 116° C prepared by the Clemmensen reduction of 3-(4'-biphenylcarbonyl) propanoic acid) was cyclized with 85% polyphosphoric acid as described in example 8(a) to give 20.98g (30%) of the tetralone m.p. 67° C after recrystallisation from 40-60 petrol. (Found; C, 86.30; H, 6.53, C16H14O requires; C, 86.45; H, 6.35%). The reactants are N(=O)[O-].[Na+] (sodium nitrite), NC1=NC=C(C=N1)C(C(=O)OCC)C(C)C (ethyl (RS)-2-(2-aminopyrimidin-5-yl)-3-methylbutanoate), Cl (hydrochloric acid), C([O-])([O-])=O.[K+].[K+] (potassium carbonate). Run in O (water). Reaction conditions: temperature 0 celsius, time 3 hour. The product is ClC1=NC=C(C=N1)C(C(=O)OCC)C(C)C (ethyl (RS)-2-(2-chloropyrimidin-5-yl)- 3-methylbutanoate). Reaction SMILES: N([O-])=O.[Na+].N[C:6]1[N:11]=[CH:10][C:9]([CH:12]([CH:18]([CH3:20])[CH3:19])[C:13]([O:15][CH2:16][CH3:17])=[O:14])=[CH:8][N:7]=1.C(=O)([O-])[O-].[K+].[K+].[ClH:27]>O>[Cl:27][C:6]1[N:11]=[CH:10][C:9]([CH:12]([CH:18]([CH3:20])[CH3:19])[C:13]([O:15][CH2:16][CH3:17])=[O:14])=[CH:8][N:7]=1 |f:0.1,3.4.5|. Reported procedure: A solution of sodium nitrite (1.33 gm) in water (5 cm3) was added dropwise to a cooled solution of ethyl (RS)-2-(2-aminopyrimidin-5-yl)-3-methylbutanoate (1.08 g) in concentrated aqueous hydrochloric acid solution (14.5 cm3), the temperature of the reaction mixture being maintained at less than 5° C. during the addition. The mixture was stirred at 0° C. for 3 hours, then allowed to warm to the ambient temperature and stood for 16 hours. The mixture was then cooled in an ice bath and neutralised ... Starting materials: CC(C)(C)OC(=O)N1CCCC1COc1ccc(O)cc1, FC(F)(F)c1ccc(CBr)cc1. The product is CC(C)(C)OC(=O)N1CCCC1COc1ccc(OCc2ccc(C(F)(F)F)cc2)cc1. RXN SMILES: [C:1]([CH3:2])([CH3:3])([CH3:4])[O:5][C:6](=[O:7])[N:8]1[CH:9]([CH2:13][O:14][c:15]2[cH:16][cH:17][c:18]([OH:21])[cH:19][cH:20]2)[CH2:10][CH2:11][CH2:12]1.[F:22][C:23]([c:24]1[cH:25][cH:26][c:27]([CH2:28][Br:29])[cH:30][cH:31]1)([F:32])[F:33]>>[C:1]([CH3:2])([CH3:3])([CH3:4])[O:5][C:6](=[O:7])[N:8]1[CH:9]([CH2:13][O:14][c:15]2[cH:16][cH:17][c:18]([O:21][CH2:28][c:27]3[cH:26][cH:25][c:24]([C:23]([F:22])([F:32])[F:33])[cH:31][cH:30]3)[cH:19][cH:20]2)[CH2:10][CH2:11][CH2:12]1. The product is ClC=1C=CC(=NC1)S(=O)(=O)NC(=O)NCCC1=CC=C(C=C1)N1N=C(C(=C1C)C1=CC=CC=C1)C (5-Chloro-N-[({2-[4-(3,5-dimethyl-4-phenyl-1H-pyrazol-1-yl)phenyl]ethyl}amino)carbonyl]-2-pyridinesulfonamide). Procedure details: The title compound was prepared according to the procedure described in step 1 of Example 42 from phenyl 2-[4-(3,5-dimethyl-4-phenyl-1H-pyrazol-1-yl)phenyl]ethylcarbamate (step 1 of Example 22) and 5-chloro-2-pyridinesulfonamide (DK Patent 107422): 1H-NMR (CDCl3) δ 8.59 (1H, d, J=1.8 Hz), 8.00-7.90 (2H, m), 7.46-7.22 (9H, m), 6.52 (1H, br.s), 3.48-3.41 (2H, m), 2.85-2.80 (2H, m), 2.33 (3H, s), 2.24 (3H, s). Reaction SMILES: [CH3:1][C:2]1[C:6]([C:7]2[CH:12]=[CH:11][CH:10]=[CH:9][CH:8]=2)=[C:5]([CH3:13])[N:4]([C:14]2[CH:19]=[CH:18][C:17]([CH2:20][CH2:21][NH:22][C:23](=O)[O:24]C3C=CC=CC=3)=[CH:16][CH:15]=2)[N:3]=1.[Cl:32][C:33]1[CH:34]=[CH:35][C:36]([S:39]([NH2:42])(=[O:41])=[O:40])=[N:37][CH:38]=1>>[Cl:32][C:33]1[CH:34]=[CH:35][C:36]([S:39]([NH:42][C:23]([NH:22][CH2:21][CH2:20][C:17]2[CH:16]=[CH:15][C:14]([N:4]3[C:5]([CH3:13])=[C:6]([C:7]4[CH:8]=[CH:9][CH:10]=[CH:11][CH:12]=4)[C:2]([CH3:1])=[N:3]3)=[CH:19][CH:18]=2)=[O:24])(=[O:40])=[O:41])=[N:37][CH:38]=1. Starting materials: CC1=NN(C(=C1C1=CC=CC=C1)C)C1=CC=C(C=C1)CCNC(OC1=CC=CC=C1)=O (Phenyl 2-[4-(3,5-dimethyl-4-phenyl-1H-pyrazol-1-yl)phenyl]ethylcarbamate), ClC=1C=CC(=NC1)S(=O)(=O)N (5-chloro-2-pyridinesulfonamide). Reactants: O=C1Cc2c(cccc2-c2ccc(Br)cc2)N1, C1CCNCC1, CCO, Cc1[nH]c(C=O)c(C)c1C(=O)NCCN(C(C)C)C(C)C. Product: Cc1[nH]c(C=C2C(=O)Nc3cccc(-c4ccc(Br)cc4)c32)c(C)c1C(=O)NCCN(C(C)C)C(C)C. RXN SMILES: [Br:1][c:2]1[cH:3][cH:4][c:5](-[c:8]2[c:9]3[c:13]([cH:14][cH:15][cH:16]2)[NH:12][C:11](=[O:17])[CH2:10]3)[cH:6][cH:7]1.[CH2:39]1[CH2:40][CH2:41][NH:42][CH2:43][CH2:44]1.[CH3:45][CH2:46][OH:47].[CH:18]([CH3:19])([CH3:20])[N:21]([CH2:22][CH2:23][NH:24][C:25](=[O:26])[c:27]1[c:28]([CH3:35])[nH:29][c:30]([CH:33]=[O:34])[c:31]1[CH3:32])[CH:36]([CH3:37])[CH3:38]>>[Br:1][c:2]1[cH:3][cH:4][c:5](-[c:8]2[c:9]3[c:13]([cH:14][cH:15][cH:16]2)[NH:12][C:11](=[O:17])[C:10]3=[CH:33][c:30]2[nH:29][c:28]([CH3:35])[c:27]([C:25]([NH:24][CH2:23][CH2:22][N:21]([CH:18]([CH3:19])[CH3:20])[CH:36]([CH3:37])[CH3:38])=[O:26])[c:31]2[CH3:32])[cH:6][cH:7]1. Reactants: FC1=C(COC=2N=CN(C(C2CC)=O)C=2C=C(C(=O)N[C@@H](CO)C)C=CC2C)C=CC(=C1)F (3-[4-[(2,4-difluorobenzyl)oxy]-5-ethyl-6-oxopyrimidin-1(6H)-yl]-N-[(1R)-2-hydroxy-1-methylethyl]-4-methylbenzamide), N[C@@H](CO)C ((R)-(−)-2-amino-1-propanol). Yields the product FC1=C(COC=2N=CN(C(C2CC)=O)C=2C=C(C(=O)NCCO)C=CC2C)C=CC(=C1)F (3-[4-[(2,4-difluorobenzyl)oxy]-5-ethyl-6-oxopyrimidin-1(6H)-yl]-N-(2-hydroxyethyl)-4-methylbenzamide). RXN SMILES: [F:1][C:2]1[CH:32]=[C:31]([F:33])[CH:30]=[CH:29][C:3]=1[CH2:4][O:5][C:6]1[N:7]=[CH:8][N:9]([C:15]2[CH:16]=[C:17]([CH:25]=[CH:26][C:27]=2[CH3:28])[C:18]([NH:20][C@H:21](C)[CH2:22][OH:23])=[O:19])[C:10](=[O:14])[C:11]=1[CH2:12][CH3:13].N[C@H](C)CO>>[F:1][C:2]1[CH:32]=[C:31]([F:33])[CH:30]=[CH:29][C:3]=1[CH2:4][O:5][C:6]1[N:7]=[CH:8][N:9]([C:15]2[CH:16]=[C:17]([CH:25]=[CH:26][C:27]=2[CH3:28])[C:18]([NH:20][CH2:21][CH2:22][OH:23])=[O:19])[C:10](=[O:14])[C:11]=1[CH2:12][CH3:13]. Procedure details: The title compound was prepared using a procedure similar to that used in Step 5 of the synthesis of 3-[4-[(2,4-difluorobenzyl)oxy]-5-ethyl-6-oxopyrimidin-1(6H)-yl]-N-[(1R)-2-hydroxy-1-methylethyl]-4-methylbenzamide by substituting ethanolamine for (R)-(−)-2-amino-1-propanol. 1H NMR (CD3OD/400 MHz) δ8.19 (s, 1H), 7.90 (m, 1H), 7.73 (s, 1H), 7.57 (q, 1H, J=8.4 Hz), 7.51 (d, 1H, J=8.0 Hz), 7.00 (m, 2H), 5.51 (q, 2H, J=12.4 Hz), 3.69 (t, 2H, J=6.0 Hz), 3.48 (t, 2H, J=5.6 Hz), 2.51 (q, 2H, J=7.6 Hz)... Starting materials: O.[OH-].[Li+] (lithium hydroxide monohydrate), C(C)(C)(C)OC(=O)C1=NC(=NC(=C1OCC1=CC=CC=C1)O)CC1(CCCC1)N1C=CC=2C1=NC=CC2 (5-benzyloxy-6-hydroxy-2-(1-pyrrolo[2,3-b]pyridin-1-yl-cyclopentylmethyl)-pyrimidine-4-carboxylic acid tert-butyl ester), C(C)(=O)OCC (ethyl acetate). Run in O1CCCC1.O (tetrahydrofuran water). Product: C(C1=CC=CC=C1)OC=1C(=NC(=NC1O)CC1(CCCC1)N1C=CC=2C1=NC=CC2)C(=O)O (5-benzyloxy-6-hydroxy-2-(1-pyrrolo[2,3-b]pyridin-1-yl-cyclopentyl methyl)-pyrimidine-4-carboxylic acid). Isolated yield 62.5%. Reaction SMILES: C([O:5][C:6]([C:8]1[C:13]([O:14][CH2:15][C:16]2[CH:21]=[CH:20][CH:19]=[CH:18][CH:17]=2)=[C:12]([OH:22])[N:11]=[C:10]([CH2:23][C:24]2([N:29]3[C:33]4=[N:34][CH:35]=[CH:36][CH:37]=[C:32]4[CH:31]=[CH:30]3)[CH2:28][CH2:27][CH2:26][CH2:25]2)[N:9]=1)=[O:7])(C)(C)C.O.[OH-].[Li+].C(OCC)(=O)C>O1CCCC1.O>[CH2:15]([O:14][C:13]1[C:8]([C:6]([OH:7])=[O:5])=[N:9][C:10]([CH2:23][C:24]2([N:29]3[C:33]4=[N:34][CH:35]=[CH:36][CH:37]=[C:32]4[CH:31]=[CH:30]3)[CH2:28][CH2:27][CH2:26][CH2:25]2)=[N:11][C:12]=1[OH:22])[C:16]1[CH:17]=[CH:18][CH:19]=[CH:20][CH:21]=1 |f:1.2.3,5.6|. Procedure details: To a stirred solution of 5-benzyloxy-6-hydroxy-2-(1-pyrrolo[2,3-b]pyridin-1-yl-cyclopentylmethyl)-pyrimidine-4-carboxylic acid tert-butyl ester (403) (900 mg. 1.8 mmol) in a mixture of tetrahydrofuran:water (2:1) (30 mL) was added lithium hydroxide monohydrate (756 g, 18.0 mmol) and the mixture was refluxed for 24 h (TLC, ethyl acetate, Rf=0.1). After completion of reaction, volatiles were evaporated and the aqueous part was washed with ethyl acetate (3×30 mL). The aqueous layer was acidified wi... The reactants are FC(C(=O)O)(F)F.ClC1=CC=C2C(=C1)NC(C21C(NC(C1C1=C(C(=CC=C1)Cl)F)C(=O)O)CC(C)(C)C)=O (rac-(2′S,3′R,4′S,5′R)-6-chloro-4′-(3-chloro-2-fluoro-phenyl)-2′-(2,2-dimethyl-propyl)-2-oxo-1,2-dihydro-spiro[indole-3,3′-pyrrolidine]-5′-carboxylic acid trifluoroacetic acid), C(C)(C)(C)OC(=O)C=1N(C(=CC1)N)C (5-amino-1-methyl-1H-pyrrole-2-carboxylic acid tert-butyl ester), C(C)(C)N(CC)C(C)C (diisopropylethylamine), C1(=CC=CC=C1)P(=O)(C1=CC=CC=C1)Cl (diphenylphosphinic chloride). Product: C(C)(C)(C)OC(=O)C=1N(C(=CC1)NC(=O)[C@H]1[C@@H]([C@@]2([C@@H](N1)CC(C)(C)C)C(NC1=CC(=CC=C12)Cl)=O)C1=C(C(=CC=C1)Cl)F)C (rac-5-{[(2′S,3′R,4′S,5′R)-6-chloro-4′-(3-chloro-2-fluoro-phenyl)-2′-(2,2-dimethyl-propyl)-2-oxo-1,2-dihydro-spiro[indole-3,3′-pyrrolidine]-5′-carbonyl]amino}-1-methyl-1H-pyrrole-2-carboxylic acid tert-butyl ester). Yield: 35.9%. Reaction SMILES: FC(F)(F)C(O)=O.[Cl:8][C:9]1[CH:14]=[C:13]2[NH:15][C:16](=[O:38])[C:17]3([CH:21]([C:22]4[CH:27]=[CH:26][CH:25]=[C:24]([Cl:28])[C:23]=4[F:29])[CH:20]([C:30](O)=[O:31])[NH:19][CH:18]3[CH2:33][C:34]([CH3:37])([CH3:36])[CH3:35])[C:12]2=[CH:11][CH:10]=1.C(N(C(C)C)CC)(C)C.C1(P(Cl)(C2C=CC=CC=2)=O)C=CC=CC=1.[C:63]([O:67][C:68]([C:70]1[N:71]([CH3:76])[C:72]([NH2:75])=[CH:73][CH:74]=1)=[O:69])([CH3:66])([CH3:65])[CH3:64]>>[C:63]([O:67][C:68]([C:70]1[N:71]([CH3:76])[C:72]([NH:75][C:30]([C@@H:20]2[NH:19][C@@H:18]([CH2:33][C:34]([CH3:37])([CH3:36])[CH3:35])[C@:17]3([C:12]4[C:13](=[CH:14][C:9]([Cl:8])=[CH:10][CH:11]=4)[NH:15][C:16]3=[O:38])[C@H:21]2[C:22]2[CH:27]=[CH:26][CH:25]=[C:24]([Cl:28])[C:23]=2[F:29])=[O:31])=[CH:73][CH:74]=1)=[O:69])([CH3:66])([CH3:65])[CH3:64] |f:0.1|. Reported procedure: In a manner similar to the method described in Example 5, rac-(2′S,3′R,4′S,5′R)-6-chloro-4′-(3-chloro-2-fluoro-phenyl)-2′-(2,2-dimethyl-propyl)-2-oxo-1,2-dihydro-spiro[indole-3,3′-pyrrolidine]-5′-carboxylic acid trifluoroacetic acid prepared in Example 4 (0.3 g, 0.52 mmol), was reacted with diisopropylethylamine (0.34 g, 2.6 mmol), diphenylphosphinic chloride (0.25 g, 1 mmol), then reacted with 5-amino-1-methyl-1H-pyrrole-2-carboxylic acid tert-butyl ester prepared in Example 193 (0.15 g, 0.78 m... Reactants: Cc1ccc(S(=O)(=O)Cl)cc1, OCCc1ccc2nc(-c3ccccc3)[nH]c2c1, c1ccncc1. Yields the product Cc1ccc(S(=O)(=O)OCCc2ccc3nc(-c4ccccc4)[nH]c3c2)cc1. As a reaction SMILES: [S:19](=[O:20])(=[O:21])([c:22]1[cH:23][cH:24][c:25]([CH3:26])[cH:27][cH:28]1)[Cl:29].[c:1]1(-[c:7]2[nH:8][c:9]3[c:10]([n:11]2)[cH:12][cH:13][c:14]([CH2:16][CH2:17][OH:18])[cH:15]3)[cH:2][cH:3][cH:4][cH:5][cH:6]1.[cH:30]1[cH:31][cH:32][n:33][cH:34][cH:35]1>>[c:1]1(-[c:7]2[nH:8][c:9]3[c:10]([n:11]2)[cH:12][cH:13][c:14]([CH2:16][CH2:17][O:18][S:19](=[O:20])(=[O:21])[c:22]2[cH:23][cH:24][c:25]([CH3:26])[cH:27][cH:28]2)[cH:15]3)[cH:2][cH:3][cH:4][cH:5][cH:6]1. Reactants: OC1=CC=CC=2OC(=CC21)C=2N(C=CN2)C (4-hydroxy-2-(1-methylimidazol-2-yl)benzo(b)furan), S(=O)(=O)(OC[C@@H]1CO1)C1=CC=C([N+](=O)[O-])C=C1 ((S)-glycidyl nosylate), C([O-])([O-])=O.[K+].[K+] (potassium carbonate). Product: crude product, C([C@@H]1CO1)OC1=CC=CC=2OC(=CC21)C=2N(C=CN2)C ((S)-4-glycidyloxy-2-(1-methylimidazol-2-yl)benzo(b)furan). Reaction SMILES: [OH:1][C:2]1[C:10]2[CH:9]=[C:8]([C:11]3[N:12]([CH3:16])[CH:13]=[CH:14][N:15]=3)[O:7][C:6]=2[CH:5]=[CH:4][CH:3]=1.S(C1C=CC([N+]([O-])=O)=CC=1)(O[CH2:21][C@H:22]1[O:24][CH2:23]1)(=O)=O.C(=O)([O-])[O-].[K+].[K+]>>[CH2:21]([O:1][C:2]1[C:10]2[CH:9]=[C:8]([C:11]3[N:12]([CH3:16])[CH:13]=[CH:14][N:15]=3)[O:7][C:6]=2[CH:5]=[CH:4][CH:3]=1)[C@H:22]1[O:24][CH2:23]1 |f:2.3.4|. Procedure: By the reactions in the same manner as in Starting Material Synthesis Example 1 using 4-hydroxy-2-(1-methylimidazol-2-yl)benzo(b)furan (1.10 g), (S)-glycidyl nosylate (1.33 g) and potassium carbonate (2.13 g), a crude product of the title compound was quantitatively obtained as a pale-yellow oil.